From a dataset of the Open Reaction Database (ORD), a public repository of structured organic reaction records. describe an organic reaction: reactants, conditions, products, and yield Reactants: Cn1ccnc1-c1ccc(OCC(O)CO)cc1, CS(=O)(=O)Cl, CCOCC, CO, Cl, O, c1ccncc1, c1ccncc1. Yields the product Cn1ccnc1-c1ccc(OCC2CO2)cc1. Reaction SMILES: [CH3:1][n:2]1[c:3](-[c:7]2[cH:8][cH:9][c:10]([O:11][CH2:12][CH:13]([CH2:14][OH:15])[OH:16])[cH:17][cH:18]2)[n:4][cH:5][cH:6]1.[CH3:26][S:27](=[O:28])(=[O:29])[Cl:30].[CH3:31][CH2:32][O:33][CH2:34][CH3:35].[CH3:37][OH:38].[ClH:25].[OH2:36].[cH:19]1[cH:20][cH:21][n:22][cH:23][cH:24]1.[cH:39]1[cH:40][cH:41][n:42][cH:43][cH:44]1>>[CH3:1][n:2]1[c:3](-[c:7]2[cH:8][cH:9][c:10]([O:11][CH2:12][CH:13]3[CH2:14][O:16]3)[cH:17][cH:18]2)[n:4][cH:5][cH:6]1. Reactants: Bis(di-t-butyl(4-dimethylaminutesophenyl)phosphine)dichloropalladium(II), N1=CC=C(C=C1)CNC(=O)C1=NN(C(=C1)Br)C (5-Bromo-l-methyl-1H-pyrazole-3-carboxylic acid(pyridin-4-ylmethyl)-amide), C(C)(C)(C)OC(=O)N1C(=CC2=CC(=CC=C12)B1OC(C(O1)(C)C)(C)C)C1=NC(=NO1)C (2-(3-Methyl-1,2,4-oxadiazol-5-yl)-5-(4,4,5,5-tetramethyl-1,3,2-dioxaborolan-2-yl)-indole-1-carboxylic acid tert-butyl ester), C(=O)([O-])[O-].[Na+].[Na+] (Na2CO3). Solvent: CN(C=O)C (N,N dimethylformamide), C(C)(=O)OCC (ethyl acetate). Conditions: temperature 100 celsius. Product: N1=CC=C(C=C1)CNC(=O)C1=NN(C(=C1)C=1C=C2C=C(NC2=CC1)C1=NC(=NO1)C)C (1-Methyl-5-[2-(3-methyl-1,2,4-oxadiazol-5-yl)-1H-indol-5-yl]-1H-pyrazole-3-carboxylic acid(pyridin-4-ylmethyl)-amide). The yield is 16.1%. Reaction SMILES: [N:1]1[CH:6]=[CH:5][C:4]([CH2:7][NH:8][C:9]([C:11]2[CH:15]=[C:14](Br)[N:13]([CH3:17])[N:12]=2)=[O:10])=[CH:3][CH:2]=1.C(OC([N:25]1[C:33]2[C:28](=[CH:29][C:30](B3OC(C)(C)C(C)(C)O3)=[CH:31][CH:32]=2)[CH:27]=[C:26]1[C:43]1[O:47][N:46]=[C:45]([CH3:48])[N:44]=1)=O)(C)(C)C.C([O-])([O-])=O.[Na+].[Na+]>CN(C)C=O.C(OCC)(=O)C>[N:1]1[CH:6]=[CH:5][C:4]([CH2:7][NH:8][C:9]([C:11]2[CH:15]=[C:14]([C:30]3[CH:29]=[C:28]4[C:33](=[CH:32][CH:31]=3)[NH:25][C:26]([C:43]3[O:47][N:46]=[C:45]([CH3:48])[N:44]=3)=[CH:27]4)[N:13]([CH3:17])[N:12]=2)=[O:10])=[CH:3][CH:2]=1 |f:2.3.4|. Procedure details: To a solution of 5-Bromo-l-methyl-1H-pyrazole-3-carboxylic acid(pyridin-4-ylmethyl)-amide (90 mg, 0.3 mmol), and 2-(3-Methyl-1,2,4-oxadiazol-5-yl)-5-(4,4,5,5-tetramethyl-1,3,2-dioxaborolan-2-yl)-indole-1-carboxylic acid tert-butyl ester (142 mg, 0.33 mmol) in N,N dimethylformamide (1.5 ml) is added aqueous Na2CO3 (0.4 ml, 0.77 mmol). The mixture is purged with argon for 10 minutes. (Bis(di-t-butyl(4-dimethylaminutesophenyl)phosphine)dichloropalladium(II) (40 mg, 0.06 mmol), is then added and the... Solvent: C(C)(=O)O (acetic acid), [Cl-].[Na+].O (brine). RXN SMILES: [F:1][C:2]([F:19])([F:18])[C:3]1([C:14]([F:17])([F:16])[F:15])[C:8]2[CH:9]=[CH:10][CH:11]=[CH:12][C:7]=2[NH:6][C:5](=[O:13])[O:4]1.C([O-])(=O)C.[K+].[Br:25]Br>C(O)(=O)C.[Cl-].[Na+].O>[Br:25][C:10]1[CH:11]=[CH:12][C:7]2[NH:6][C:5](=[O:13])[O:4][C:3]([C:14]([F:17])([F:16])[F:15])([C:2]([F:1])([F:18])[F:19])[C:8]=2[CH:9]=1 |f:1.2,5.6.7|. Conditions: time 30 minute. Starting materials: FC(C1(OC(NC2=C1C=CC=C2)=O)C(F)(F)F)(F)F (4,4-bis(trifluoromethyl)-1,4-dihydro-2H-3,1-benzoxazin-2-one), C(C)(=O)[O-].[K+] (potassium acetate), BrBr (bromine). Reported procedure: To a stirred solution of 4,4-bis(trifluoromethyl)-1,4-dihydro-2H-3,1-benzoxazin-2-one (0.50 g, 1.75 mmol) in glacial acetic acid (6 mL) buffered with potassium acetate (0.52 g, 5.25 mmol) was added bromine (0.28 g, 1.75 mmol). The reaction was stirred 30 minutes and poured into brine (30 mL), and extracted with ethyl acetate several times. The organic layer was dried over magnesium sulfate and concentrated. Flash column separation using 10% ethyl acetate/hexane gave 0.36 g of 6-bromo-4,4-bis(tri... Isolated yield 56.5%. The product is BrC=1C=CC2=C(C(OC(N2)=O)(C(F)(F)F)C(F)(F)F)C1 (6-bromo-4,4-bis(trifluoromethyl)-1,4-dihydro-2H-3,1-benzoxazin-2-one).